Dataset: the Open Reaction Database (ORD), a public repository of structured organic reaction records. Task: describe an organic reaction: reactants, conditions, products, and yield Starting materials: FC1=CC=C(C=C1)[N+](=O)[O-] (1-fluoro-4-nitro-benzene), FC(C(C)(O)C)(F)F (1,1,1-trifluoro-2-methyl-propan-2-ol), [H-].[Na+] (NaH). Run in CN(C)C=O (DMF). Reaction conditions: time 3 hour. Yields the product [N+](=O)([O-])C1=CC=C(C=C1)OC(C(F)(F)F)(C)C (1-nitro-4-(2,2,2-trifluoro-1,1-dimethyl-ethoxy)-benzene). As a reaction SMILES: F[C:2]1[CH:7]=[CH:6][C:5]([N+:8]([O-:10])=[O:9])=[CH:4][CH:3]=1.[F:11][C:12]([F:18])([F:17])[C:13]([CH3:16])([OH:15])[CH3:14].[H-].[Na+]>CN(C=O)C>[N+:8]([C:5]1[CH:6]=[CH:7][C:2]([O:15][C:13]([CH3:16])([CH3:14])[C:12]([F:18])([F:17])[F:11])=[CH:3][CH:4]=1)([O-:10])=[O:9] |f:2.3|. Reported procedure: To a solution of 1-fluoro-4-nitro-benzene (2.82 g) and 1,1,1-trifluoro-2-methyl-propan-2-ol (2.3 ml) in DMF (90 ml) under an argon atmosphere was added under ice cooling NaH (0.914 g, 55% suspension in oil) and the mixture was stirred for 3 h at RT. It was then partitioned between diethyl ether and water, the layers were separated, dried over Na2SO4 and the solvent was evaporated off to give 1-nitro-4-(2,2,2-trifluoro-1,1-dimethyl-ethoxy)-benzene as a brown oil (4.9 g) that was used in the next ... The reactants are CC(=O)O[BH-](OC(C)=O)OC(C)=O, CCN(CC)C(=O)COc1cc(C)c(-c2cccc(C=O)c2)c(C)c1, CC(=O)O, ClCCCl, CCOC(=O)CCc1ccc(N)cc1F, [Na+], O, O=C(O)CC(O)(CC(=O)O)C(=O)O. Product: CCOC(=O)CCc1ccc(NCc2cccc(-c3c(C)cc(OCC(=O)N(CC)CC)cc3C)c2)cc1F. RXN SMILES: [C:45]([O:46][BH-:47]([O:48][C:49](=[O:50])[CH3:51])[O:52][C:53](=[O:54])[CH3:55])(=[O:56])[CH3:57].[CH2:16]([CH3:17])[N:18]([C:19]([CH2:20][O:21][c:22]1[cH:23][c:24]([CH3:37])[c:25](-[c:29]2[cH:30][c:31]([CH:35]=[O:36])[cH:32][cH:33][cH:34]2)[c:26]([CH3:28])[cH:27]1)=[O:38])[CH2:39][CH3:40].[CH3:41][C:42](=[O:43])[OH:44].[Cl:72][CH2:73][CH2:74][Cl:75].[NH2:1][c:2]1[cH:3][c:4]([F:15])[c:5]([CH2:8][CH2:9][C:10](=[O:11])[O:12][CH2:13][CH3:14])[cH:6][cH:7]1.[Na+:58].[OH2:76].[OH:59][C:60]([CH2:61][C:62]([C:63](=[O:64])[OH:65])([CH2:66][C:67](=[O:68])[OH:69])[OH:70])=[O:71]>>[NH:1]([c:2]1[cH:3][c:4]([F:15])[c:5]([CH2:8][CH2:9][C:10](=[O:11])[O:12][CH2:13][CH3:14])[cH:6][cH:7]1)[CH2:35][c:31]1[cH:30][c:29](-[c:25]2[c:24]([CH3:37])[cH:23][c:22]([O:21][CH2:20][C:19]([N:18]([CH2:16][CH3:17])[CH2:39][CH3:40])=[O:38])[cH:27][c:26]2[CH3:28])[cH:34][cH:33][cH:32]1.